Dataset: the Open Reaction Database (ORD), a public repository of structured organic reaction records. Task: describe an organic reaction: reactants, conditions, products, and yield The reactants are CC[SiH](CC)CC, COC(=O)Cn1c(C)cc2cc(F)ccc21, ClCCl, ClCCCl, O=C(O)C(F)(F)F, O=Cc1cnccc1S(=O)(=O)c1ccccc1. The product is COC(=O)Cn1c(C)c(Cc2cnccc2S(=O)(=O)c2ccccc2)c2cc(F)ccc21. Reaction SMILES: [CH2:1]([SiH:2]([CH2:3][CH3:4])[CH2:5][CH3:6])[CH3:7].[CH3:32][O:33][C:34]([CH2:35][n:36]1[c:37]([CH3:46])[cH:38][c:39]2[cH:40][c:41]([F:45])[cH:42][cH:43][c:44]12)=[O:47].[Cl:48][CH2:49][Cl:50].[Cl:51][CH2:52][CH2:53][Cl:54].[OH:8][C:9]([C:10]([F:11])([F:12])[F:13])=[O:14].[c:15]1([S:21](=[O:22])(=[O:23])[c:24]2[c:25]([CH:30]=[O:31])[cH:26][n:27][cH:28][cH:29]2)[cH:16][cH:17][cH:18][cH:19][cH:20]1>>[c:15]1([S:21](=[O:22])(=[O:23])[c:24]2[c:25]([CH2:30][c:38]3[c:37]([CH3:46])[n:36]([CH2:35][C:34]([O:33][CH3:32])=[O:47])[c:44]4[c:39]3[cH:40][c:41]([F:45])[cH:42][cH:43]4)[cH:26][n:27][cH:28][cH:29]2)[cH:16][cH:17][cH:18][cH:19][cH:20]1. Starting materials: C(C)(=O)OC(C)=O (Acetic anhydride), OC1=C(C=O)C=C(C=C1)OC (2-hydroxy-5-methoxybenzaldehyde), NC1=C(C=CC(=C1)Cl)S (2-amino-4-chlorothiophenol). The solvent is CO (methanol), CO (methanol). Reaction conditions: time 50 minute. The product is C(C)(=O)N1C(SC2=C1C=C(C=C2)Cl)C2=C(C=CC(=C2)OC)O (3-Acetyl-5-chloro-2-(2-hydroxy-5-methoxyphenyl)benzothiazoline). The yield is 34.9%. Reaction SMILES: [OH:1][C:2]1[CH:9]=[CH:8][C:7]([O:10][CH3:11])=[CH:6][C:3]=1[CH:4]=O.[NH2:12][C:13]1[CH:18]=[C:17]([Cl:19])[CH:16]=[CH:15][C:14]=1[SH:20].[C:21](OC(=O)C)(=[O:23])[CH3:22]>CO>[C:21]([N:12]1[C:13]2[CH:18]=[C:17]([Cl:19])[CH:16]=[CH:15][C:14]=2[S:20][CH:4]1[C:3]1[CH:6]=[C:7]([O:10][CH3:11])[CH:8]=[CH:9][C:2]=1[OH:1])(=[O:23])[CH3:22]. Procedure: A solution of 2-hydroxy-5-methoxybenzaldehyde (10.0 g, 65.7 mmol) in methanol (20 ml) was added to a solution of 2-amino-4-chlorothiophenol (10.5 g, 65.7 mmol) in methanol (20 ml) under a nitrogen stream at room temperature, the mixture was stirred at room temperature for 50 minutes, and then the precipitated crystals were filtered off. Acetic anhydride (20 ml, 212 mmol) was added to the obtained crystals, the mixture was stirred at room temperature overnight, and then the reaction mixture was c... Reactants: C(C1=CC=CC=C1)OC[C@@H]1CN2C=3C(C=CC(NC13)=O)=CN=C2C2=CC=C(C=C2)CCl ((R)-8-Benzyloxymethyl-1-(4-chloromethyl-phenyl)-8,9-dihydro-7H-2,7,9a-triaza-benzo[cd]azulen-6-one). Solvent: C(Cl)Cl (CH2Cl2). Run at time 8 hour. The product is ClCC1=CC=C(C=C1)C1=NC=C2C=3N1C[C@H](C3NC(C=C2)=O)CO ((R)-1-(4-Chloromethyl-phenyl)-8-hydroxymethyl-8,9-dihydro-7H-2,7,9a-triaza-benzo[cd]azulen-6-one). Reaction SMILES: C([O:8][CH2:9][C@H:10]1[C:19]2[NH:18][C:17](=[O:20])[CH:16]=[CH:15][C:14]3=[CH:21][N:22]=[C:23]([C:24]4[CH:29]=[CH:28][C:27]([CH2:30][Cl:31])=[CH:26][CH:25]=4)[N:12]([C:13]=23)[CH2:11]1)C1C=CC=CC=1>C(Cl)Cl>[Cl:31][CH2:30][C:27]1[CH:28]=[CH:29][C:24]([C:23]2[N:12]3[CH2:11][C@@H:10]([CH2:9][OH:8])[C:19]4[NH:18][C:17](=[O:20])[CH:16]=[CH:15][C:14]([C:13]=43)=[CH:21][N:22]=2)=[CH:25][CH:26]=1. Procedure details: To a solution of intermediate 238b (1.35 g, 3.12 mmol) in 75 mL of CH2Cl2 at 0° C., was added solid boron trichloride dimethylsulfide complex (2.75 g, 15.3 mmol) all at once. The reaction was stirred overnight, allowing to warm to room temperature. The reaction was quenched by addition to 400 mL of pH 7 phosphate buffer and 200 mL Et2O. After stirring overnight, the aqueous layer was extracted with EtOAc. The combined organic layers were dried (MgSO4), filtered and concentrated. The product was ... Starting materials: C(C)(=O)O (acetic acid), O1C(CCCC1)OCC#C (3-tetrahydropyranyloxy--1-propyne), C[Si](Cl)(C)C (trimethylchlorosilane), C(CCC)[Li] (n-butyllithium). The solvent is CCOCC (ether), O (water), CCOCC (ether), CCOCC (ether), CCOCC (ether), O (water), CCCCCC (hexane). Reaction conditions: temperature -20 celsius, time 30 minute. Yields the product O1C(CCCC1)OCC#C[Si](C)(C)C (3-tetrahydropyranyloxy-1-trimethylsilyl-1-propyne). The yield is 63.5%. As a reaction SMILES: [O:1]1[CH2:6][CH2:5][CH2:4][CH2:3][CH:2]1[O:7][CH2:8][C:9]#[CH:10].C([Li])CCC.[CH3:16][Si:17]([CH3:20])([CH3:19])Cl.C(O)(=O)C>CCOCC.CCCCCC.O>[O:1]1[CH2:6][CH2:5][CH2:4][CH2:3][CH:2]1[O:7][CH2:8][C:9]#[C:10][Si:17]([CH3:20])([CH3:19])[CH3:16]. Procedure: To a stirred -20° C. solution of 125 g (0.89 mol.) of 3-tetrahydropyranyloxy-1-propyne (Example 56) in 450 ml of ether, under a nitrogen atmosphere, is added dropwise, over one hour, a solution of 45 ml (0.89 mol.) of 2.0 N n-butyllithium in hexane. After 150 ml of dry ether is added and the mixture stirred at -20° C. for 30 minutes, a solution of 98 g (0.89 mol.) of trimethylchlorosilane in 73 ml of ether is added dropwise. Stirring is continued for 30 minutes at -20° C. and at ambient temperat... Starting materials: C(C)OC(CNC1=C(C=C(C(=C1)F)OCC1=CC=CC=C1)[N+](=O)[O-])=O (N-(4-benzyloxy-5-fluoro-2-nitrophenyl)glycine ethyl ester), N1C=NC=C1 (imidazole). Run in CN(C)C=O (DMF). The product is C(C)OC(CNC1=C(C=C(C(=C1)N1C=NC=C1)OCC1=CC=CC=C1)[N+](=O)[O-])=O (N-[4-benzyloxy-5-(1H-imidazol-1-yl)-2-nitrophenyl]glycine ethyl ester). The yield is 64.9%. Reaction SMILES: [CH2:1]([O:3][C:4](=[O:25])[CH2:5][NH:6][C:7]1[CH:12]=[C:11](F)[C:10]([O:14][CH2:15][C:16]2[CH:21]=[CH:20][CH:19]=[CH:18][CH:17]=2)=[CH:9][C:8]=1[N+:22]([O-:24])=[O:23])[CH3:2].[NH:26]1[CH:30]=[CH:29][N:28]=[CH:27]1>CN(C=O)C>[CH2:1]([O:3][C:4](=[O:25])[CH2:5][NH:6][C:7]1[CH:12]=[C:11]([N:26]2[CH:30]=[CH:29][N:28]=[CH:27]2)[C:10]([O:14][CH2:15][C:16]2[CH:21]=[CH:20][CH:19]=[CH:18][CH:17]=2)=[CH:9][C:8]=1[N+:22]([O-:24])=[O:23])[CH3:2]. Procedure: By using 448 mg of N-(4-benzyloxy-5-fluoro-2-nitrophenyl)glycine ethyl ester, 350 mg of imidazole and 2 ml of DMF, 331 mg (65%) of N-[4-benzyloxy-5-(1H-imidazol-1-yl)-2-nitrophenyl]glycine ethyl ester was obtained. Starting materials: C(=O)NC1=C(C=CC=C1)C1=CC=CC=C1 (2-formylamino-1,1'-biphenyl), ClCC12CCCN2CCC1 (5-chloromethyl-1-azabicyclo[3.3.0]octane). Product: N12CCCC2(CCC1)CN(C1=C(C=CC=C1)C1=CC=CC=C1)C=O (N-(1-Azabicyclo[3.3.0]octan-5-yl)methyl-N-formyl-2-phenylaniline), solids. The yield is 97.3%. Reaction SMILES: [CH:1]([NH:3][C:4]1[CH:9]=[CH:8][CH:7]=[CH:6][C:5]=1[C:10]1[CH:15]=[CH:14][CH:13]=[CH:12][CH:11]=1)=[O:2].Cl[CH2:17][C:18]12[CH2:25][CH2:24][CH2:23][N:22]1[CH2:21][CH2:20][CH2:19]2>>[N:22]12[CH2:23][CH2:24][CH2:25][C:18]1([CH2:17][N:3]([CH:1]=[O:2])[C:4]1[CH:9]=[CH:8][CH:7]=[CH:6][C:5]=1[C:10]1[CH:15]=[CH:14][CH:13]=[CH:12][CH:11]=1)[CH2:19][CH2:20][CH2:21]2. Procedure details: The procedures described in Example 2 were repeated except that 2-formylamino-1,1'-biphenyl (286 mg, 1.45 mmol ) and 5-chloromethyl-1-azabicyclo[3.3.0]octane (hydrochloride, 300 mg, 1.53 mmol) were employed. In this case, the desired compound was obtained as pale yellow solids (452 mg, 97.3%).